The task is: describe an organic reaction: reactants, conditions, products, and yield. This data is from the Open Reaction Database (ORD), a public repository of structured organic reaction records. RXN SMILES: O.[OH-].[Li+].[CH:4]1([CH2:7][N:8]([CH2:20][C@@H:21]2[C@@H:28]3[C@@H:24]([O:25][C:26]([CH3:30])([CH3:29])[O:27]3)[C@H:23]([N:31]3[C:35]4[N:36]=[CH:37][N:38]=[C:39]([NH:40][CH2:41][C:42]5[CH:47]=[CH:46][C:45]([O:48][CH3:49])=[CH:44][C:43]=5[O:50][CH3:51])[C:34]=4[CH:33]=[CH:32]3)[CH2:22]2)[CH:9]2[CH2:12][CH:11]([CH2:13][CH2:14][C:15]([O:17]CC)=[O:16])[CH2:10]2)[CH2:6][CH2:5]1.Cl>O1CCCC1.CO>[CH:4]1([CH2:7][N:8]([CH2:20][C@@H:21]2[C@@H:28]3[C@@H:24]([O:25][C:26]([CH3:30])([CH3:29])[O:27]3)[C@H:23]([N:31]3[C:35]4[N:36]=[CH:37][N:38]=[C:39]([NH:40][CH2:41][C:42]5[CH:47]=[CH:46][C:45]([O:48][CH3:49])=[CH:44][C:43]=5[O:50][CH3:51])[C:34]=4[CH:33]=[CH:32]3)[CH2:22]2)[CH:9]2[CH2:12][CH:11]([CH2:13][CH2:14][C:15]([OH:17])=[O:16])[CH2:10]2)[CH2:5][CH2:6]1 |f:0.1.2|. Reported procedure: Lithium hydroxide, monohydrate (0.62 g, 15 mmol) added to a solution of ethyl 3-(3-((cyclopropylmethyl)(((3aR,4R,6R,6aS)-6-(4-((2,4-dimethoxybenzyl)amino)-7H-pyrrolo[2,3-d]pyrimidin-7-yl)-2,2-dimethyltetrahydro-3aH-cyclopenta[d][1,3]dioxol-4-yl)methyl)amino)cyclobutyl)propanoate (0.98 g, 1.5 mmol) in Tetrahydrofuran (13 ml) and Methanol (3 ml). The reaction was stirred for 24 hours at RT, acidified with 1 N HCl to pH=6. The volatiles removed in vacuo and remaining water removed by azeotropic dis... Yields the product C1(CC1)CN(C1CC(C1)CCC(=O)O)C[C@H]1C[C@H]([C@@H]2OC(O[C@@H]21)(C)C)N2C=CC1=C2N=CN=C1NCC1=C(C=C(C=C1)OC)OC (3-(3-((cyclopropylmethyl)(((3 aR,4R,6R,6aS)-6-(4-((2,4-dimethoxybenzyl)amino)-7H-pyrrolo[2,3-d]pyrimidin-7-yl)-2,2-dimethyltetrahydro-3aH-cyclopenta[d][1,3]dioxol-4-yl)methyl)amino)cyclobutyl)propanoic acid). Conditions: time 24 hour. Starting materials: O.[OH-].[Li+] (Lithium hydroxide, monohydrate), C1(CC1)CN(C1CC(C1)CCC(=O)OCC)C[C@H]1C[C@H]([C@@H]2OC(O[C@@H]21)(C)C)N2C=CC1=C2N=CN=C1NCC1=C(C=C(C=C1)OC)OC (ethyl 3-(3-((cyclopropylmethyl)(((3aR,4R,6R,6aS)-6-(4-((2,4-dimethoxybenzyl)amino)-7H-pyrrolo[2,3-d]pyrimidin-7-yl)-2,2-dimethyltetrahydro-3aH-cyclopenta[d][1,3]dioxol-4-yl)methyl)amino)cyclobutyl)propanoate), Cl (HCl). Solvent: O1CCCC1 (Tetrahydrofuran), CO (Methanol).